Dataset: the Open Reaction Database (ORD), a public repository of structured organic reaction records. Task: describe an organic reaction: reactants, conditions, products, and yield Reactants: Cl (HCl), [OH-].[Na+] (NaOH), COC=1C(=CC(=C(C(=O)OC)C1)C1=NC=CC=N1)C (methyl 5-methoxy-4-methyl-2-(pyrimidin-2-yl)benzoate). The solvent is CO (MeOH), C1CCOC1 (THF). Conditions: time 2 day. Product: COC=1C(=CC(=C(C(=O)O)C1)C1=NC=CC=N1)C (5-Methoxy-4-methyl-2-(pyrimidin-2-yl)benzoic acid), HCl-salt. Reaction SMILES: [OH-].[Na+].[CH3:3][O:4][C:5]1[C:6]([CH3:21])=[CH:7][C:8]([C:15]2[N:20]=[CH:19][CH:18]=[CH:17][N:16]=2)=[C:9]([CH:14]=1)[C:10]([O:12]C)=[O:11].Cl>CO.C1COCC1>[CH3:3][O:4][C:5]1[C:6]([CH3:21])=[CH:7][C:8]([C:15]2[N:16]=[CH:17][CH:18]=[CH:19][N:20]=2)=[C:9]([CH:14]=1)[C:10]([OH:12])=[O:11] |f:0.1|. Procedure details: 1M aq. NaOH (4 mL) was added to a rt suspension of methyl 5-methoxy-4-methyl-2-(pyrimidin-2-yl)benzoate (503 mg, 1.95 mmol) in MeOH (5 mL) and THF (5 mL) and stirred at rt for 2 days. The residue was acidified with 25% aq. HCl, washed with DCM and concentrated in vacuo to yield the title compound A-1-16 as a off-white solid as its HCl-salt. LC-MS A: tR=0.63 min, [M+H]+=245.06.